Dataset: the Open Reaction Database (ORD), a public repository of structured organic reaction records. Task: describe an organic reaction: reactants, conditions, products, and yield Starting materials: 0.88, N (NH3), CC=1C(=CC(OC1C)=O)O (5,6-Dimethyl-4-hydroxy-2-oxo-2H-pyran). Solvent: O1CCOCC1 (dioxan). The product is CC=1C(=CC(=NC1C)O)O (5,6-Dimethyl-pyridin-2,4-diol). RXN SMILES: [CH3:1][C:2]1[C:3]([OH:10])=[CH:4][C:5](=O)[O:6][C:7]=1[CH3:8].[NH3:11]>O1CCOCC1>[CH3:1][C:2]1[C:3]([OH:10])=[CH:4][C:5]([OH:6])=[N:11][C:7]=1[CH3:8]. Procedure: 5,6-Dimethyl-4-hydroxy-2-oxo-2H-pyran (J. Chem. Soc. Perkin Trans 1, 1980, 2272) (10 g, 71 mmol) was dissolved in 66 mL of dioxan and 33 mL of 0.88 NH3 solution and the mixture refluxed for 3 h. The resulting suspension was then allowed to cool to room temperature overnight, filtered and the solid collected and dried in vacuo to provide the title compound as a white crystalline solid (6.5 g). The filtrate was concentrated to approximately 10 mL in vacuo, and a second crop of solid collected by f...